This data is from the Open Reaction Database (ORD), a public repository of structured organic reaction records. The task is: describe an organic reaction: reactants, conditions, products, and yield Starting materials: [O-]Cl.[Na+] (NaOCl), [O-]S(=O)[O-].[Na+].[Na+] (Na2SO3), C(C1=CC=CC=C1)OCC(CCl)O (1-benzyloxy-3-chloro-propan-2-ol), C(=O)(O)[O-].[Na+] (NaHCO3), [Na+].[Br-] (NaBr), [O-]S(=O)[O-].[Na+].[Na+] (Na2SO3). Solvent: C(C)(=O)OCC (ethyl acetate), O (water). Conditions: temperature 0 celsius, time 30 minute. Product: C(C1=CC=CC=C1)OCC(CCl)=O (1-benzyloxy-3-chloro-propan-2-one). As a reaction SMILES: [CH2:1]([O:8][CH2:9][CH:10]([OH:13])[CH2:11][Cl:12])[C:2]1[CH:7]=[CH:6][CH:5]=[CH:4][CH:3]=1.C([O-])(O)=O.[Na+].[Na+].[Br-].[O-]Cl.[Na+].[O-]S([O-])=O.[Na+].[Na+]>C(OCC)(=O)C.O>[CH2:1]([O:8][CH2:9][C:10](=[O:13])[CH2:11][Cl:12])[C:2]1[CH:7]=[CH:6][CH:5]=[CH:4][CH:3]=1 |f:1.2,3.4,5.6,7.8.9|. Reported procedure: To a solution of 1-benzyloxy-3-chloro-propan-2-ol (10.0 g, 50.0 mmol) [prepared according to Journal of Organic Chemistry (1990), 55, 4897] in ethyl acetate (125 mL) was added a solution of NaHCO3 (12.6 g, 150 mmol) and NaBr (5.66 g, 55.0 mmol) in water (75 mL). After cooling of the biphasic mixture to 0° C., 2,2,6,6-Tetramethyl-piperidin-1-yl)oxyl (“TEMPO”) (391 mg, 2.50 mmol) was added in one portion followed by dropwise addition of NaOCl (6 wt % in water, 85.4 mL, 75.0 mmol) to the vigorously... Reaction SMILES: [CH3:16][C:17](=[O:18])[OH:19].[ClH:14].[NH2:10][C:11]([NH2:12])=[O:13].[NH2:1][c:2]1[cH:3][cH:4][c:5]([CH3:9])[cH:6][c:7]1[OH:8].[OH2:15]>>[NH:1]([c:2]1[cH:3][cH:4][c:5]([CH3:9])[cH:6][c:7]1[OH:8])[C:11]([NH2:10])=[O:13]. Product: Cc1ccc(NC(N)=O)c(O)c1. Starting materials: CC(=O)O, Cl, NC(N)=O, Cc1ccc(N)c(O)c1, O. The reactants are CN([C@H]1CN(CC1)C1=C(C=C(C=C1)NC(C1=CC=C(C=C1)O)=O)F)C ((R)-N-[4-(3-Dimethylaminopyrrolidin-1-yl)-3-fluorophenyl]-4-hydroxybenzamide), ClC1=NC=CC=C1 (2-chloropyridine). Yields the product CN([C@H]1CN(CC1)C1=C(C=C(C=C1)NC(C1=CC=C(C=C1)OC1=NC=CC=C1)=O)F)C ((R)-N-[4-(3-Dimethylaminopyrrolidin-1-yl)-3-fluorophenyl]-4-(pyridin-2-yloxy)benzamide). Reaction SMILES: [CH3:1][N:2]([CH3:25])[C@@H:3]1[CH2:7][CH2:6][N:5]([C:8]2[CH:13]=[CH:12][C:11]([NH:14][C:15](=[O:23])[C:16]3[CH:21]=[CH:20][C:19]([OH:22])=[CH:18][CH:17]=3)=[CH:10][C:9]=2[F:24])[CH2:4]1.Cl[C:27]1[CH:32]=[CH:31][CH:30]=[CH:29][N:28]=1>>[CH3:1][N:2]([CH3:25])[C@@H:3]1[CH2:7][CH2:6][N:5]([C:8]2[CH:13]=[CH:12][C:11]([NH:14][C:15](=[O:23])[C:16]3[CH:21]=[CH:20][C:19]([O:22][C:27]4[CH:32]=[CH:31][CH:30]=[CH:29][N:28]=4)=[CH:18][CH:17]=3)=[CH:10][C:9]=2[F:24])[CH2:4]1. Reported procedure: (R)-N-[4-(3-Dimethylaminopyrrolidin-1-yl)-3-fluorophenyl]-4-hydroxybenzamide was reacted with 2-chloropyridine by method R. This resulted in the product with the molecular weight of 434.52 (C25H27N4O2); MS (ESI): 435 (M+H+). Reactants: BrB(Br)Br, CC(C)OC(C)C, COc1ccc(-c2cnn(C3CN4CCC3CC4)c2)cc1Cl, ClCCl, O. Product: Oc1ccc(-c2cnn(C3CN4CCC3CC4)c2)cc1Cl. Reaction SMILES: [B:23]([Br:24])([Br:25])[Br:26].[CH:31]([O:32][CH:33]([CH3:34])[CH3:35])([CH3:36])[CH3:37].[Cl:1][c:2]1[cH:3][c:4](-[c:10]2[cH:11][n:12][n:13]([CH:15]3[CH2:16][N:17]4[CH2:18][CH2:19][CH:20]3[CH2:21][CH2:22]4)[cH:14]2)[cH:5][cH:6][c:7]1[O:8][CH3:9].[Cl:28][CH2:29][Cl:30].[OH2:27]>>[Cl:1][c:2]1[cH:3][c:4](-[c:10]2[cH:11][n:12][n:13]([CH:15]3[CH2:16][N:17]4[CH2:18][CH2:19][CH:20]3[CH2:21][CH2:22]4)[cH:14]2)[cH:5][cH:6][c:7]1[OH:8]. Procedure details: To a solution of 5-hydroxy-3-[3-(trifluoromethyl)phenyl]-4-oxazolidinone (1 g, 4.05 mmol) in tetrahydrofuran (20 mL) under nitrogen at ˜0° C., were added 3-(1,1-dimethylethyl)-1H-pyrazole (0.5 g, 4.05 mmol), triphenylphosphine (1.23 g, 4.7 mmol) and diisopropyl azodicarboxylate (0.88 mL, 4.46 mmol). After the addition, the reaction mixture was allowed to warm up slowly to room temperature and stirred at room temperature overnight. The reaction mixture was then concentrated, and the residue was p... The solvent is O1CCCC1 (tetrahydrofuran). RXN SMILES: O[CH:2]1[O:6][CH2:5][N:4]([C:7]2[CH:12]=[CH:11][CH:10]=[C:9]([C:13]([F:16])([F:15])[F:14])[CH:8]=2)[C:3]1=[O:17].[CH3:18][C:19]([C:22]1[CH:26]=[CH:25][NH:24][N:23]=1)([CH3:21])[CH3:20].C1(P(C2C=CC=CC=2)C2C=CC=CC=2)C=CC=CC=1.N(C(OC(C)C)=O)=NC(OC(C)C)=O>O1CCCC1>[CH3:18][C:19]([C:22]1[CH:26]=[CH:25][N:24]([CH:2]2[O:6][CH2:5][N:4]([C:7]3[CH:12]=[CH:11][CH:10]=[C:9]([C:13]([F:16])([F:15])[F:14])[CH:8]=3)[C:3]2=[O:17])[N:23]=1)([CH3:21])[CH3:20]. Run at time 8 hour. The reactants are OC1C(N(CO1)C1=CC(=CC=C1)C(F)(F)F)=O (5-hydroxy-3-[3-(trifluoromethyl)phenyl]-4-oxazolidinone), CC(C)(C)C1=NNC=C1 (3-(1,1-dimethylethyl)-1H-pyrazole), C1(=CC=CC=C1)P(C1=CC=CC=C1)C1=CC=CC=C1 (triphenylphosphine), N(=NC(=O)OC(C)C)C(=O)OC(C)C (diisopropyl azodicarboxylate). The product is CC(C)(C)C1=NN(C=C1)C1C(N(CO1)C1=CC(=CC=C1)C(F)(F)F)=O (5-[3-(1,1-dimethylethyl)-1H-pyrazol-1-yl]-3-[3-(trifluoromethyl)phenyl]-4-oxazolidinone). Starting materials: O=C([O-])[O-], O=C(Cl)Oc1ccccc1, Cc1cc(N)c(F)cc1Cl, [K+], [K+], C1CCOC1. The product is Cc1cc(NC(=O)Oc2ccccc2)c(F)cc1Cl. As a reaction SMILES: [C:11](=[O:12])([O-:13])[O-:14].[Cl:17][C:18](=[O:19])[O:20][c:21]1[cH:22][cH:23][cH:24][cH:25][cH:26]1.[Cl:1][c:2]1[cH:3][c:4]([F:10])[c:5]([NH2:6])[cH:7][c:8]1[CH3:9].[K+:15].[K+:16].[O:27]1[CH2:28][CH2:29][CH2:30][CH2:31]1>>[Cl:1][c:2]1[cH:3][c:4]([F:10])[c:5]([NH:6][C:18](=[O:19])[O:20][c:21]2[cH:22][cH:23][cH:24][cH:25][cH:26]2)[cH:7][c:8]1[CH3:9].